The task is: describe an organic reaction: reactants, conditions, products, and yield. This data is from the Open Reaction Database (ORD), a public repository of structured organic reaction records. Reactants: NCCCN(CC1=CC=CC=C1)C1=NC=CC=C1 (2-[N-(3-aminopropyl)-N-benzylamino]pyridine), CSC1=NC=C(C(N1)=O)CC1=CC=C(C=C1)Cl (2-methylthio-5-(4-chlorobenzyl)pyrimid-4-one). The product is C(C1=CC=CC=C1)N(C1=NC=CC=C1)CCCNC1=NC=C(C(N1)=O)CC1=CC=C(C=C1)Cl (2-[3-(N-benzyl-N-pyrid-2-ylamino) propylamino]-5-(4-chlorobenzyl)pyrimid-4-one). Reaction SMILES: [NH2:1][CH2:2][CH2:3][CH2:4][N:5]([C:13]1[CH:18]=[CH:17][CH:16]=[CH:15][N:14]=1)[CH2:6][C:7]1[CH:12]=[CH:11][CH:10]=[CH:9][CH:8]=1.CS[C:21]1[NH:26][C:25](=[O:27])[C:24]([CH2:28][C:29]2[CH:34]=[CH:33][C:32]([Cl:35])=[CH:31][CH:30]=2)=[CH:23][N:22]=1>>[CH2:6]([N:5]([CH2:4][CH2:3][CH2:2][NH:1][C:21]1[NH:26][C:25](=[O:27])[C:24]([CH2:28][C:29]2[CH:34]=[CH:33][C:32]([Cl:35])=[CH:31][CH:30]=2)=[CH:23][N:22]=1)[C:13]1[CH:18]=[CH:17][CH:16]=[CH:15][N:14]=1)[C:7]1[CH:12]=[CH:11][CH:10]=[CH:9][CH:8]=1. Reported procedure: 2-[N-(3-aminopropyl)-N-benzylamino]pyridine (1.45 g) and 2-methylthio-5-(4-chlorobenzyl)pyrimid-4-one (1.33 g) were fused together on an oil bath at 160° C. for 3 hr. On cooling, the residue was crystallised from ethanol and then chromatographed (silica gel, chloroform). Fractions containing the required product were stripped and the residue recrystallised from ethanol to give 2-[3-(N-benzyl-N-pyrid-2-ylamino) propylamino]-5-(4-chlorobenzyl)pyrimid-4-one 0.25H2O, 0.9 g (39%) mp 80°-86° C. Reactants: [Si](C)(C)(C(C)(C)C)OCC=1C(=NC=CC1)C(=O)C=1NC2=CC(=CC=C2C1NC(CC)=O)Cl (2-[3-(tert-Butyldimethylsilyloxymethyl)pyridine-2-carbonyl]-6-chloro-3-(propionylamino)indole), C(C)(=O)O (acetic acid), [F-].C(CCC)[NH3+].C(CCC)[NH3+].C(CCC)[NH3+].C(CCC)[NH3+].[F-].[F-].[F-] (tetra(n-butylammonium)fluoride). Solvent: C(C)OCC (diethyl ether), C1CCOC1 (THF). Conditions: time 4.5 hour. Product: ClC1=CC=C2C(=C(NC2=C1)C(=O)C1=NC=CC=C1CO)NC(CC)=O (6-Chloro-2-[3-(hydroxymethyl)pyridine-2-carbonyl]-3-(propionylamino)indole). Yield: 87.7%. Reaction SMILES: [Si]([O:8][CH2:9][C:10]1[C:11]([C:16]([C:18]2[NH:19][C:20]3[C:25]([C:26]=2[NH:27][C:28](=[O:31])[CH2:29][CH3:30])=[CH:24][CH:23]=[C:22]([Cl:32])[CH:21]=3)=[O:17])=[N:12][CH:13]=[CH:14][CH:15]=1)(C(C)(C)C)(C)C.C(O)(=O)C.[F-].C([NH3+])CCC.C([NH3+])CCC.C([NH3+])CCC.C([NH3+])CCC.[F-].[F-].[F-]>C1COCC1.C(OCC)C>[Cl:32][C:22]1[CH:21]=[C:20]2[C:25]([C:26]([NH:27][C:28](=[O:31])[CH2:29][CH3:30])=[C:18]([C:16]([C:11]3[C:10]([CH2:9][OH:8])=[CH:15][CH:14]=[CH:13][N:12]=3)=[O:17])[NH:19]2)=[CH:24][CH:23]=1 |f:2.3.4.5.6.7.8.9|. Procedure details: To a solution of 2-[(3-tert-butyldimethylsilyloxymethyl)pyridine-2-carbonyl]-6-chloro-3-(propionylamino)indole (step 5, 544 mg, 1.15 mmol) and acetic acid (0.20 ml, 3.50 mmol) in THF (30 ml) was added tetra(n-butylammonium)fluoride (1M in THF, 3.5 ml, 3.50 mmol) at 0° C. The mixture was stirred for 4.5 h at the same temperature and diluted with diethyl ether (200 ml). This solution was washed with saturated aqueous sodium bicarbonate (50 ml), water (50 ml×2), and dried (MgSO4). Removal of solven... The reactants are CN(Cc1cc(Br)n(S(=O)(=O)c2cccnc2)c1)C(=O)OC(C)(C)C, Cc1cc(F)ccc1B(O)O, [Na+], [Na+], O=C([O-])[O-], c1ccc(P(c2ccccc2)(c2ccccc2)[Pd](P(c2ccccc2)(c2ccccc2)c2ccccc2)(P(c2ccccc2)(c2ccccc2)c2ccccc2)P(c2ccccc2)(c2ccccc2)c2ccccc2)cc1. The product is Cc1cc(F)ccc1-c1cc(CN(C)C(=O)OC(C)(C)C)cn1S(=O)(=O)c1cccnc1. RXN SMILES: [C:1]([CH3:2])([CH3:3])([CH3:4])[O:5][C:6]([N:7]([CH3:8])[CH2:9][c:10]1[cH:11][n:12]([S:16](=[O:17])(=[O:18])[c:19]2[cH:20][n:21][cH:22][cH:23][cH:24]2)[c:13]([Br:15])[cH:14]1)=[O:25].[F:26][c:27]1[cH:28][c:29]([CH3:36])[c:30]([B:33]([OH:34])[OH:35])[cH:31][cH:32]1.[Na+:37].[Na+:38].[O-:39][C:40](=[O:41])[O-:42].[cH:43]1[cH:44][cH:45][c:46]([P:47]([Pd:48]([P:49]([c:50]2[cH:51][cH:52][cH:53][cH:54][cH:55]2)([c:56]2[cH:57][cH:58][cH:59][cH:60][cH:61]2)[c:62]2[cH:63][cH:64][cH:65][cH:66][cH:67]2)([P:68]([c:69]2[cH:70][cH:71][cH:72][cH:73][cH:74]2)([c:75]2[cH:76][cH:77][cH:78][cH:79][cH:80]2)[c:81]2[cH:82][cH:83][cH:84][cH:85][cH:86]2)[P:87]([c:88]2[cH:89][cH:90][cH:91][cH:92][cH:93]2)([c:94]2[cH:95][cH:96][cH:97][cH:98][cH:99]2)[c:100]2[cH:101][cH:102][cH:103][cH:104][cH:105]2)([c:106]2[cH:107][cH:108][cH:109][cH:110][cH:111]2)[c:112]2[cH:113][cH:114][cH:115][cH:116][cH:117]2)[cH:118][cH:119]1>>[C:1]([CH3:2])([CH3:3])([CH3:4])[O:5][C:6]([N:7]([CH3:8])[CH2:9][c:10]1[cH:11][n:12]([S:16](=[O:17])(=[O:18])[c:19]2[cH:20][n:21][cH:22][cH:23][cH:24]2)[c:13](-[c:30]2[c:29]([CH3:36])[cH:28][c:27]([F:26])[cH:32][cH:31]2)[cH:14]1)=[O:25]. Starting materials: O (water), C(=O)C1=C(C(=O)OC)C=CC=C1 (methyl 2-formylbenzoate), NC(C(=O)N)(C(C)C)C (2-amino-2,3-dimethylbutyramide), C1(=CC=C(C=C1)S(=O)(=O)O)C (p-toluenesulfonic acid). The solvent is C1(=CC=CC=C1)C (toluene). Run at time 3 hour. Yields the product C(N)(=O)C(C(C)C)(C)N=CC1=C(C(=O)OC)C=CC=C1 (methyl o-[N-(1-carbamoyl-1,2-dimethylpropyl)formimidoyl]benzoate). As a reaction SMILES: [CH:1]([C:3]1[CH:12]=[CH:11][CH:10]=[CH:9][C:4]=1[C:5]([O:7][CH3:8])=[O:6])=O.[NH2:13][C:14]([CH3:21])([CH:18]([CH3:20])[CH3:19])[C:15]([NH2:17])=[O:16].C1(C)C=CC(S(O)(=O)=O)=CC=1.O>C1(C)C=CC=CC=1>[C:15]([C:14]([N:13]=[CH:1][C:3]1[CH:12]=[CH:11][CH:10]=[CH:9][C:4]=1[C:5]([O:7][CH3:8])=[O:6])([CH3:21])[CH:18]([CH3:20])[CH3:19])(=[O:16])[NH2:17]. Procedure: A mixture containing 5.0 g methyl 2-formylbenzoate [C. Brown and M. V. Sargent, J. Chem. Soc. (C), 1818 (1969)] and 4.0 g 2-amino-2,3-dimethylbutyramide and 50 mg p-toluenesulfonic acid in 100 mL toluene is heated under reflux under a Dean-Stark water separator for three hours. The mixture is filtered and concentrated in vacuo. The residue crystallizes on standing and is recrystallized from etherhexane to give analytically pure methyl o-[N-(1-carbamoyl-1,2-dimethylpropyl)formimidoyl]benzoate, mp... The reactants are c1ccc(CN2CCNCC2)cc1, COC(=O)Cl, ClC(Cl)Cl, [Na+], [OH-], O. The product is COC(=O)N1CCN(Cc2ccccc2)CC1. RXN SMILES: [CH2:1]([c:2]1[cH:3][cH:4][cH:5][cH:6][cH:7]1)[N:8]1[CH2:9][CH2:10][NH:11][CH2:12][CH2:13]1.[Cl:14][C:15](=[O:16])[O:17][CH3:18].[Cl:21][CH:22]([Cl:23])[Cl:24].[Na+:20].[OH-:19].[OH2:25]>>[CH2:1]([c:2]1[cH:3][cH:4][cH:5][cH:6][cH:7]1)[N:8]1[CH2:9][CH2:10][N:11]([C:15](=[O:16])[O:17][CH3:18])[CH2:12][CH2:13]1. Reaction conditions: time 8 hour. The reactants are C(C)OC(=O)N1C=CC2=CC(=CC=C12)S(=O)(=O)C=1C=C(C2=C(C1)C=1CN(CCC1O2)C(=O)OC(C)(C)C)OC (tert-butyl 8-((1-(ethoxycarbonyl)-1H-indol-5-yl)sulfonyl)-6-methoxy-3,4-dihydrobenzofuro[3,2-c]pyridine-2(1H)-carboxylate), [OH-].[Li+] (lithium hydroxide). The yield is 93.3%. Reported procedure: A mixture of the product of step D (25 mg, 0.04 mmol), lithium hydroxide (14 mg, 0.32 mmol) in tetrahydrofuran (1.25 mL), methanol (0.62 mL) and water (0.31 mL) was stirred at ambient temperature for 8 h. The reaction was quenched with aqueous ammonium chloride (15 mL) and extracted with dichloromethane. The organic extract was washed with brine, dried over sodium sulfate and concentrated in vacuo. The residue was purified by flash column chromatography (SiO2, 3:2 hexane/ethyl acetate) to give t... The product is N1C=CC2=CC(=CC=C12)S(=O)(=O)C=1C=C(C2=C(C1)C=1CN(CCC1O2)C(=O)OC(C)(C)C)OC (tert-butyl 8-((1H-indol-5-yl)sulfonyl)-6-methoxy-3,4-dihydrobenzofuro[3,2-c]pyridine-2(1H)-carboxylate). Solvent: O1CCCC1 (tetrahydrofuran), CO (methanol), O (water). Reaction SMILES: C(OC([N:6]1[C:14]2[C:9](=[CH:10][C:11]([S:15]([C:18]3[CH:19]=[C:20]([O:38][CH3:39])[C:21]4[O:30][C:29]5[CH2:28][CH2:27][N:26]([C:31]([O:33][C:34]([CH3:37])([CH3:36])[CH3:35])=[O:32])[CH2:25][C:24]=5[C:22]=4[CH:23]=3)(=[O:17])=[O:16])=[CH:12][CH:13]=2)[CH:8]=[CH:7]1)=O)C.[OH-].[Li+]>O1CCCC1.CO.O>[NH:6]1[C:14]2[C:9](=[CH:10][C:11]([S:15]([C:18]3[CH:19]=[C:20]([O:38][CH3:39])[C:21]4[O:30][C:29]5[CH2:28][CH2:27][N:26]([C:31]([O:33][C:34]([CH3:35])([CH3:36])[CH3:37])=[O:32])[CH2:25][C:24]=5[C:22]=4[CH:23]=3)(=[O:17])=[O:16])=[CH:12][CH:13]=2)[CH:8]=[CH:7]1 |f:1.2|. Starting materials: CCO, NCc1cccc(Cl)c1, Clc1ccc(OCCBr)c(Cl)c1, [Na+], [Na+], O=C([O-])[O-], O. Yields the product Clc1cccc(CNCCOc2ccc(Cl)cc2Cl)c1. Reaction SMILES: [CH3:29][CH2:30][OH:31].[Cl:19][c:20]1[cH:21][c:22]([CH2:23][NH2:24])[cH:25][cH:26][cH:27]1.[Cl:1][c:2]1[c:3]([O:4][CH2:5][CH2:6][Br:7])[cH:8][cH:9][c:10]([Cl:12])[cH:11]1.[Na+:13].[Na+:14].[O-:15][C:16](=[O:17])[O-:18].[OH2:28]>>[Cl:1][c:2]1[c:3]([O:4][CH2:5][CH2:6][NH:24][CH2:23][c:22]2[cH:21][c:20]([Cl:19])[cH:27][cH:26][cH:25]2)[cH:8][cH:9][c:10]([Cl:12])[cH:11]1. The reactants are CN1CCNCC1, CN(C)C=O, CSc1nn2c(N)cc(Cl)nc2c1S(=O)(=O)c1ccccc1. Product: CSc1nn2c(N)cc(N3CCN(C)CC3)nc2c1S(=O)(=O)c1ccccc1. RXN SMILES: [CH3:1][N:2]1[CH2:3][CH2:4][NH:5][CH2:6][CH2:7]1.[O:30]=[CH:31][N:32]([CH3:33])[CH3:34].[c:8]1([S:14](=[O:15])(=[O:16])[c:17]2[c:18]([S:28][CH3:29])[n:19][n:20]3[c:21]2[n:22][c:23]([Cl:27])[cH:24][c:25]3[NH2:26])[cH:9][cH:10][cH:11][cH:12][cH:13]1>>[CH3:1][N:2]1[CH2:3][CH2:4][N:5]([c:23]2[n:22][c:21]3[c:17]([S:14]([c:8]4[cH:9][cH:10][cH:11][cH:12][cH:13]4)(=[O:15])=[O:16])[c:18]([S:28][CH3:29])[n:19][n:20]3[c:25]([NH2:26])[cH:24]2)[CH2:6][CH2:7]1. Starting materials: NC=1SC(=CC1C(=O)N)C1=C(C=C(C=C1)C(C)(C)O)F (2-amino-5-[2-fluoro-4-(1-hydroxy-1-methylethyl)phenyl]thiophene-3-carboxamide), BrC1=CC=CC(=N1)CS(=O)(=O)CC(C)(O)C (1-{[(6-bromopyridin-2-yl)methyl]sulfonyl}-2-methylpropan-2-ol). Yields the product FC1=C(C=CC(=C1)C(C)(C)O)C1=CC(=C(S1)NC1=NC(=CC=C1)CS(=O)(=O)CC(C)(C)O)C(=O)N (5-[2-Fluoro-4-(1-hydroxy-1-methylethyl)phenyl]-2-[(6-{[(2-hydroxy-2-methylpropyl)sulfonyl]methyl}pyridin-2-yl)amino]thiophene-3-carboxamide). RXN SMILES: [NH2:1][C:2]1[S:3][C:4]([C:10]2[CH:15]=[CH:14][C:13]([C:16]([OH:19])([CH3:18])[CH3:17])=[CH:12][C:11]=2[F:20])=[CH:5][C:6]=1[C:7]([NH2:9])=[O:8].Br[C:22]1[N:27]=[C:26]([CH2:28][S:29]([CH2:32][C:33]([CH3:36])([OH:35])[CH3:34])(=[O:31])=[O:30])[CH:25]=[CH:24][CH:23]=1>>[F:20][C:11]1[CH:12]=[C:13]([C:16]([OH:19])([CH3:17])[CH3:18])[CH:14]=[CH:15][C:10]=1[C:4]1[S:3][C:2]([NH:1][C:22]2[CH:23]=[CH:24][CH:25]=[C:26]([CH2:28][S:29]([CH2:32][C:33]([OH:35])([CH3:34])[CH3:36])(=[O:31])=[O:30])[N:27]=2)=[C:6]([C:7]([NH2:9])=[O:8])[CH:5]=1. Procedure: The title compound was prepared using the procedure described in Example 1 with 2-amino-5-[2-fluoro-4-(1-hydroxy-1-methylethyl)phenyl]thiophene-3-carboxamide (0.097 g, 0.33 mmol) and 1-{[(6-bromopyridin-2-yl)methyl]sulfonyl}-2-methylpropan-2-ol (0.10 g, 0.32 mmol) as starting materials.